Dataset: the Open Reaction Database (ORD), a public repository of structured organic reaction records. Task: describe an organic reaction: reactants, conditions, products, and yield Reactants: [H-].[Na+] (Sodium hydride), C(C1=CC=CC=C1)C1=C(NC2=C1C(=NC=C2)NCC2=CC=C(C=C2)Cl)C (3-benzyl-2-methyl-4-(4-chlorobenzylamino)-1H-pyrrolo[3,2-c]pyridine), IC (Iodomethane). Solvent: C(C)(=O)OCC (ethyl acetate), CN(C=O)C (N,N-dimethylformamide). Conditions: time 30 minute. Yields the product Cl.C(C1=CC=CC=C1)C1=C(N(C2=C1C(=NC=C2)NCC2=CC=C(C=C2)Cl)C)C (3-benzyl-1,2-dimethyl-4-(4-chlorobenzylamino)-1H-pyrrolo[3,2-c]pyridine hydrochloride). The yield is 58.2%. RXN SMILES: [H-].[Na+].[CH2:3]([C:10]1[C:14]2[C:15]([NH:19][CH2:20][C:21]3[CH:26]=[CH:25][C:24]([Cl:27])=[CH:23][CH:22]=3)=[N:16][CH:17]=[CH:18][C:13]=2[NH:12][C:11]=1[CH3:28])[C:4]1[CH:9]=[CH:8][CH:7]=[CH:6][CH:5]=1.I[CH3:30]>CN(C)C=O.C(OCC)(=O)C>[ClH:27].[CH2:3]([C:10]1[C:14]2[C:15]([NH:19][CH2:20][C:21]3[CH:22]=[CH:23][C:24]([Cl:27])=[CH:25][CH:26]=3)=[N:16][CH:17]=[CH:18][C:13]=2[N:12]([CH3:30])[C:11]=1[CH3:28])[C:4]1[CH:5]=[CH:6][CH:7]=[CH:8][CH:9]=1 |f:0.1,6.7|. Reported procedure: The compound (30 mg, 0.12 mmol) prepared in Example 73 was treated with a saturated sodium bicarbonate solution to obtain 3-benzyl-2-methyl-4-(4-chlorobenzylamino)-1H-pyrrolo[3,2-c]pyridine (24 mg, 0.065 mmol). Sodium hydride (60%, 4.9 mg, 0.118 mmol) was added at room temperature to a solution of 3-benzyl-2-methyl-4-(4-chlorobenzylamino)-1H-pyrrolo[3,2-c]pyridine (24 mg, 0.065 mmol) in N,N-dimethylformamide (1 ml) and then the reaction mixture was stirred for 30 minutes. Iodomethane (0.007 ml, ... The reactants are COC(=O)CCC=1C=CC=2C3C(C(NC2C1)=O)CCC3 (7-(2-methoxycarbonylethyl)-1,2,3,3a,5,9b-hexahydro-cyclopenta[c]quinolin-4-one), [OH-].[Na+] (sodium hydroxide), S(O)(O)(=O)=O (sulfuric acid). The solvent is C1CCOC1 (THF), CO (methanol). The product is C(=O)(O)CCC=1C=CC=2C3C(C(NC2C1)=O)CCC3 (7-(carboxyethyl)-1,2,3,3a,5,9b-hexahydrocyclopenta[c]quinolin-4-one). Isolated yield 89.8%. RXN SMILES: C[O:2][C:3]([CH2:5][CH2:6][C:7]1[CH:8]=[CH:9][C:10]2[CH:11]3[CH2:20][CH2:19][CH2:18][CH:12]3[C:13](=[O:17])[NH:14][C:15]=2[CH:16]=1)=[O:4].[OH-].[Na+].S(=O)(=O)(O)O>C1COCC1.CO>[C:3]([CH2:5][CH2:6][C:7]1[CH:8]=[CH:9][C:10]2[CH:11]3[CH2:20][CH2:19][CH2:18][CH:12]3[C:13](=[O:17])[NH:14][C:15]=2[CH:16]=1)([OH:4])=[O:2] |f:1.2|. Procedure details: A solution of 4.0 g (14.6 mmol) of 7-(2-methoxycarbonylethyl)-1,2,3,3a,5,9b-hexahydro-cyclopenta[c]quinolin-4-one in 60 ml of THF and 100 ml of methanol is stirred for 24 hours with 29 ml of 1 M aqueous sodium hydroxide solution. The batch is set at pH 5 with 10% sulfuric acid and extracted with dichloromethane and ethyl acetate. The combined extracts are freeze-dried (Na2SO4) and concentrated by evaporation in a vacuum. After column chromatography on silica gel with dichloromethane-methanol, 3....